Dataset: the Open Reaction Database (ORD), a public repository of structured organic reaction records. Task: describe an organic reaction: reactants, conditions, products, and yield Reactants: ClC=1C=C(C=CC1S(=O)(=O)C)C(C(=O)NC1=NC=C(N=C1)C#N)CC1CCOCC1 (2-(3-chloro-4-methanesulfonyl-phenyl)-N-(5-cyano-pyrazin-2-yl)-3-(tetrahydro-pyran-4-yl)-propionamide), Cl.NO (hydroxylamine hydrochloride), C([O-])([O-])=O.[Na+].[Na+] (sodium carbonate). Run in C(C)O (ethanol), O (water). Reaction conditions: temperature 70 celsius. The product is hexanes ethyl acetate, ClC=1C=C(C=CC1S(=O)(=O)C)C(C(=O)NC1=NC=C(N=C1)C(NO)=N)CC1CCOCC1 (2-(3-chloro-4-methanesulfonyl-phenyl)-N-[5-(N-hydroxycarbamimidoyl)-pyrazin-2-yl]-3-(tetrahydro-pyran-4-yl)-propionamide). Yield: 67.1%. RXN SMILES: Cl[C:2]1[CH:3]=[C:4]([CH:12]([CH2:24][CH:25]2[CH2:30][CH2:29][O:28][CH2:27][CH2:26]2)[C:13]([NH:15][C:16]2[CH:21]=[N:20][C:19]([C:22]#[N:23])=[CH:18][N:17]=2)=[O:14])[CH:5]=[CH:6][C:7]=1[S:8]([CH3:11])(=[O:10])=[O:9].[ClH:31].[NH2:32][OH:33].C(=O)([O-])[O-].[Na+].[Na+]>C(O)C.O>[Cl:31][C:2]1[CH:3]=[C:4]([CH:12]([CH2:24][CH:25]2[CH2:30][CH2:29][O:28][CH2:27][CH2:26]2)[C:13]([NH:15][C:16]2[CH:21]=[N:20][C:19]([C:22](=[NH:23])[NH:32][OH:33])=[CH:18][N:17]=2)=[O:14])[CH:5]=[CH:6][C:7]=1[S:8]([CH3:11])(=[O:10])=[O:9] |f:1.2,3.4.5|. Reported procedure: A solution of 2-(3-chloro-4-methanesulfonyl-phenyl)-N-(5-cyano-pyrazin-2-yl)-3-(tetrahydro-pyran-4-yl)-propionamide (prepared as in Example 22, 151 mg, 0.34 mmol) in ethanol (2 mL) and water (1 mL) was treated with hydroxylamine hydrochloride (28 mg, 0.40 mmol) and sodium carbonate (35 mg, 0.34 mmol). The reaction was heated at 70° C. for 3 h. At this time, the reaction was concentrated in vacuo and then extracted with 10% methanol/chloroform 3×30 mL). The organics were dried over magnesium sulf... Reactants: C=1C=CC(=C(C1)C(=O)C[C@@H](C(=O)O)N)N (L-kynurenine), C(C1=CC=CC=C1)=O (benzaldehyde). The product is NC(C(=O)O)CC(C1=CC=CC=C1)O (α-amino-γ-hydroxybenzenebutanoic acid). As a reaction SMILES: [CH:1]1[CH:2]=[CH:3][C:4](N)=[C:5]([C:7]([CH2:9][C@H:10]([NH2:14])[C:11]([OH:13])=[O:12])=[O:8])[CH:6]=1.C(=O)C1C=CC=CC=1>>[NH2:14][CH:10]([CH2:9][CH:7]([OH:8])[C:5]1[CH:6]=[CH:1][CH:2]=[CH:3][CH:4]=1)[C:11]([OH:13])=[O:12]. Procedure details: The aldol reaction of L-kynurenine and benzaldehyde catalyzed by kynureninase was found to proceed to give predominantly (80%) the (αS, γR) diastereomer of α-amino-γ-hydroxybenzenebutanoic acid. The reactants are CN(C)C=O, ClCc1ccc(Cl)cc1, [H-], [Na+], COC(=O)CCC(C(=O)c1cccc(O)c1)c1ccccc1C. Product: COC(=O)CCC(C(=O)c1cccc(OCc2ccc(Cl)cc2)c1)c1ccccc1C. RXN SMILES: [CH3:35][N:36]([CH3:37])[CH:38]=[O:39].[Cl:26][c:27]1[cH:28][cH:29][c:30]([CH2:31][Cl:32])[cH:33][cH:34]1.[H-:24].[Na+:25].[OH:1][c:2]1[cH:3][c:4]([C:8]([CH:9]([CH2:10][CH2:11][C:12](=[O:13])[O:14][CH3:15])[c:16]2[c:17]([CH3:22])[cH:18][cH:19][cH:20][cH:21]2)=[O:23])[cH:5][cH:6][cH:7]1>>[O:1]([c:2]1[cH:3][c:4]([C:8]([CH:9]([CH2:10][CH2:11][C:12](=[O:13])[O:14][CH3:15])[c:16]2[c:17]([CH3:22])[cH:18][cH:19][cH:20][cH:21]2)=[O:23])[cH:5][cH:6][cH:7]1)[CH2:31][c:30]1[cH:29][cH:28][c:27]([Cl:26])[cH:34][cH:33]1. Reactants: CCOC(=O)Cc1ccc(OC)c(-c2ccc(-c3onc(C)c3NC(=O)OC(C)c3ccccc3Cl)cc2)c1, CO, [Li+], [OH-], O. The product is COc1ccc(CC(=O)O)cc1-c1ccc(-c2onc(C)c2NC(=O)OC(C)c2ccccc2Cl)cc1. RXN SMILES: [CH2:1]([CH3:2])[O:3][C:4]([CH2:5][c:6]1[cH:7][c:8](-[c:14]2[cH:15][cH:16][c:17](-[c:20]3[c:21]([NH:26][C:27](=[O:28])[O:29][CH:30]([CH3:31])[c:32]4[c:33]([Cl:38])[cH:34][cH:35][cH:36][cH:37]4)[c:22]([CH3:25])[n:23][o:24]3)[cH:18][cH:19]2)[c:9]([O:12][CH3:13])[cH:10][cH:11]1)=[O:39].[CH3:42][OH:43].[Li+:41].[OH-:40].[OH2:44]>>[O:3]=[C:4]([CH2:5][c:6]1[cH:7][c:8](-[c:14]2[cH:15][cH:16][c:17](-[c:20]3[c:21]([NH:26][C:27](=[O:28])[O:29][CH:30]([CH3:31])[c:32]4[c:33]([Cl:38])[cH:34][cH:35][cH:36][cH:37]4)[c:22]([CH3:25])[n:23][o:24]3)[cH:18][cH:19]2)[c:9]([O:12][CH3:13])[cH:10][cH:11]1)[OH:39]. Starting materials: ClC1=NC=CC(=N1)N1C([C@](CC1)(C#N)C1CC1)=O ((3S)-1-(2-chloropyrimidin-4-yl)-3-cyclopropyl-2-oxopyrrolidine-3-carbonitrile), NC=1C=NN(C1)C1(CC1)CO ((1-(4-amino-1H-pyrazol-1-yl)cyclopropyl)methanol), C([O-])([O-])=O.[Cs+].[Cs+] (cesium carbonate), C1(=CC=CC=C1)P(C1=C(C2=CC=CC=C2C=C1)C1=C(C=CC2=CC=CC=C12)P(C1=CC=CC=C1)C1=CC=CC=C1)C1=CC=CC=C1 (2,2′-bis(diphenylphosphino)-1,1′-binaphthyl), C(O)([O-])=O.[Na+] (sodium hydrogen carbonate). The reagents and catalysts are C=1C=CC(=CC1)/C=C/C(=O)/C=C/C2=CC=CC=C2.C=1C=CC(=CC1)/C=C/C(=O)/C=C/C2=CC=CC=C2.C=1C=CC(=CC1)/C=C/C(=O)/C=C/C2=CC=CC=C2.[Pd].[Pd] (tris(dibenzylideneacetone)dipalladium(0)). Solvent: O1CCCC1 (tetrahydrofuran), O.C(C)#N (water acetonitrile). Run at temperature 90 celsius, time 10 hour. Yields the product C1(CC1)[C@]1(C(N(CC1)C1=NC(=NC=C1)NC=1C=NN(C1)C1(CC1)CO)=O)C#N ((3S)-3-cyclopropyl-1-(2-((1-(1-(hydroxymethyl)cyclopropyl)-1H-pyrazol-4-yl)amino)pyrimidin-4-yl)-2-oxopyrrolidine-3-carbonitrile). Yield: 24.6%. As a reaction SMILES: Cl[C:2]1[N:7]=[C:6]([N:8]2[CH2:12][CH2:11][C@:10]([CH:15]3[CH2:17][CH2:16]3)([C:13]#[N:14])[C:9]2=[O:18])[CH:5]=[CH:4][N:3]=1.[NH2:19][C:20]1[CH:21]=[N:22][N:23]([C:25]2([CH2:28][OH:29])[CH2:27][CH2:26]2)[CH:24]=1.C(=O)([O-])[O-].[Cs+].[Cs+].C1(P(C2C=CC=CC=2)C2C=CC3C(=CC=CC=3)C=2C2C3C(=CC=CC=3)C=CC=2P(C2C=CC=CC=2)C2C=CC=CC=2)C=CC=CC=1.C(=O)([O-])O.[Na+]>O1CCCC1.C1C=CC(/C=C/C(/C=C/C2C=CC=CC=2)=O)=CC=1.C1C=CC(/C=C/C(/C=C/C2C=CC=CC=2)=O)=CC=1.C1C=CC(/C=C/C(/C=C/C2C=CC=CC=2)=O)=CC=1.[Pd].[Pd].O.C(#N)C>[CH:15]1([C@:10]2([C:13]#[N:14])[CH2:11][CH2:12][N:8]([C:6]3[CH:5]=[CH:4][N:3]=[C:2]([NH:19][C:20]4[CH:21]=[N:22][N:23]([C:25]5([CH2:28][OH:29])[CH2:26][CH2:27]5)[CH:24]=4)[N:7]=3)[C:9]2=[O:18])[CH2:17][CH2:16]1 |f:2.3.4,6.7,9.10.11.12.13,14.15|. Reported procedure: To a solution of (3S)-1-(2-chloropyrimidin-4-yl)-3-cyclopropyl-2-oxopyrrolidine-3-carbonitrile (200 mg) obtained in Step E of Example 103, (1-(4-amino-1H-pyrazol-1-yl)cyclopropyl)methanol (120 mg) obtained in Step C of Example 128, cesium carbonate (500 mg) and 2,2′-bis(diphenylphosphino)-1,1′-binaphthyl (71 mg) in tetrahydrofuran (10 mL) was added tris(dibenzylideneacetone)dipalladium(0) (70 mg), and the mixture was stirred at 90° C. for 10 hr under argon atmosphere. The solvent was evaporated ... Reactants: [Br-] (bromide), C(C)(C)(C)OC(NC1(CCC1)C1=CC=C(C=C1)C=1N=C2N(C=CC(=C2)Br)C1C1=CC=CC=C1)=O ({1-[4-(7-bromo-3-phenyl-imidazo[1,2-a]pyridin-2-yl)-phenyl]-cyclobutyl}-carbamic acid tert-butyl ester), N1N=CC=C1 (pyrazole), P(=O)([O-])([O-])[O-].[K+].[K+].[K+] (potassium phosphate), C(CN)N (ethylene diamine). The reagents and catalysts are [Cu]I (copper (I) iodide). Run in O1CCOCC1 (dioxane). Reaction conditions: temperature 110 celsius. The product is C(C)(C)(C)OC(NC1(CCC1)C1=CC=C(C=C1)C=1N=C2N(C=CC(=C2)N2N=CC=C2)C1C1=CC=CC=C1)=O ({1-[4-(3-phenyl-7-pyrazol-1-yl-imidazo[1,2-a]pyridin-2-yl)-phenyl]-cyclobutyl}-carbamic acid tert-butyl ester). The yield is 89.9%. As a reaction SMILES: [C:1]([O:5][C:6](=[O:34])[NH:7][C:8]1([C:12]2[CH:17]=[CH:16][C:15]([C:18]3[N:19]=[C:20]4[CH:25]=[C:24](Br)[CH:23]=[CH:22][N:21]4[C:27]=3[C:28]3[CH:33]=[CH:32][CH:31]=[CH:30][CH:29]=3)=[CH:14][CH:13]=2)[CH2:11][CH2:10][CH2:9]1)([CH3:4])([CH3:3])[CH3:2].[NH:35]1[CH:39]=[CH:38][CH:37]=[N:36]1.P([O-])([O-])([O-])=O.[K+].[K+].[K+].C(N)CN.[Br-]>O1CCOCC1.[Cu]I>[C:1]([O:5][C:6](=[O:34])[NH:7][C:8]1([C:12]2[CH:17]=[CH:16][C:15]([C:18]3[N:19]=[C:20]4[CH:25]=[C:24]([N:35]5[CH:39]=[CH:38][CH:37]=[N:36]5)[CH:23]=[CH:22][N:21]4[C:27]=3[C:28]3[CH:33]=[CH:32][CH:31]=[CH:30][CH:29]=3)=[CH:14][CH:13]=2)[CH2:11][CH2:10][CH2:9]1)([CH3:4])([CH3:3])[CH3:2] |f:2.3.4.5|. Procedure: A mixture of {1-[4-(7-bromo-3-phenyl-imidazo[1,2-a]pyridin-2-yl)-phenyl]-cyclobutyl}-carbamic acid tert-butyl ester (230 mg, 0.44 mmol), pyrazole (39 mg, 0.58 mmol), copper (I) iodide (8.5 mg, 0.044 mmol), potassium phosphate (186 mg, 0.88 mmol) and ethylene diamine (3 μL, 0.044 mmol) in dioxane (2.4 mL) was degassed, placed under an argon atmosphere and heated at 110° C. for 5 hours. On cooling, the reaction was partitioned between aqueous sodium hydrogen carbonate solution and DCM and the orga... RXN SMILES: [CH:1]1([CH2:4][O:5][C:6]2[CH:11]=[C:10]([F:12])[C:9]([O:13][CH3:14])=[CH:8][C:7]=2[C:15]2[CH:20]=[CH:19][N:18]=[C:17]3[C:21]([C:33](O)=[O:34])=[C:22]([CH3:32])[N:23]([CH2:24][O:25][CH2:26][CH2:27][Si:28]([CH3:31])([CH3:30])[CH3:29])[C:16]=23)[CH2:3][CH2:2]1.[NH2:36][CH:37]1[CH2:42][CH2:41][N:40]([C:43]([O:45][C:46]([CH3:49])([CH3:48])[CH3:47])=[O:44])[CH2:39][CH2:38]1>>[CH:1]1([CH2:4][O:5][C:6]2[CH:11]=[C:10]([F:12])[C:9]([O:13][CH3:14])=[CH:8][C:7]=2[C:15]2[CH:20]=[CH:19][N:18]=[C:17]3[C:21]([C:33]([NH:36][CH:37]4[CH2:38][CH2:39][N:40]([C:43]([O:45][C:46]([CH3:49])([CH3:48])[CH3:47])=[O:44])[CH2:41][CH2:42]4)=[O:34])=[C:22]([CH3:32])[N:23]([CH2:24][O:25][CH2:26][CH2:27][Si:28]([CH3:29])([CH3:31])[CH3:30])[C:16]=23)[CH2:3][CH2:2]1. Procedure: Starting from 7-[2-(cyclopropylmethoxy)-4-fluoro-5-methoxyphenyl]-2-methyl-1-{[2-(trimethylsilyl)ethoxy]methyl}-1H-pyrrolo[3,2-b]pyridine-3-carboxylic acid (example D.c7) and commercially available tert-butyl 4-amino-piperidine-1-carboxylate the title compound is obtained as pale yellow viscous oil. The reactants are C1(CC1)COC1=C(C=C(C(=C1)F)OC)C1=C2C(=NC=C1)C(=C(N2COCC[Si](C)(C)C)C)C(=O)O (7-[2-(cyclopropylmethoxy)-4-fluoro-5-methoxyphenyl]-2-methyl-1-{[2-(trimethylsilyl)ethoxy]methyl}-1H-pyrrolo[3,2-b]pyridine-3-carboxylic acid), NC1CCN(CC1)C(=O)OC(C)(C)C (tert-butyl 4-amino-piperidine-1-carboxylate). The product is C1(CC1)COC1=C(C=C(C(=C1)F)OC)C1=C2C(=NC=C1)C(=C(N2COCC[Si](C)(C)C)C)C(=O)NC2CCN(CC2)C(=O)OC(C)(C)C (tert-Butyl 4-{[(7-[2-(cyclopropylmethoxy)-4-fluoro-5-methoxyphenyl]-2-methyl-1-{[2-(trimethylsilyl)ethoxy]methyl}-1H-pyrrolo[3,2-b]pyridin-3-yl)carbonyl]amino}piperidine-1-carboxylate).